From a dataset of the Open Reaction Database (ORD), a public repository of structured organic reaction records. describe an organic reaction: reactants, conditions, products, and yield Reactants: C1(=CC=CC=C1)P(C1=C(C2=CC=CC=C2C=C1)C1=C(C=CC2=CC=CC=C12)P(C1=CC=CC=C1)C1=CC=CC=C1)C1=CC=CC=C1 (2,2′-bis(diphenylphosphino)-1,1′-binaphthalene), tri(dibenzylidenacetone)dipalladium(0), BrC=1C=C(C=CC1)S(=O)(=O)NC1=CC=C(C=C1)[C@H]1CN(CC1)CCC (3-Bromo-N-[4-((S)-1-propyl-pyrrolidin-3-yl)-phenyl]-benzenesulfonamide), N1CCCC1 (pyrrolidin), C(C)(C)(C)[O-].[Na+] (sodium tert-butanolate), S(=O)(=O)([O-])[O-].[Na+].[Na+] (sodium sulfate). The solvent is O1CCCC1 (tetrahydrofuran). Reaction conditions: temperature 50 celsius, time 4 hour. Product: C(CC)N1C[C@@H](CC1)C1=CC=C(C=C1)NS(=O)(=O)C1=CC(=CC=C1)N1CCCC1 (N-[4-((S)-1-Propyl-pyrrolidin-3-yl)-phenyl]-3-pyrrolidin-1-yl-benzenesulfonamide). Isolated yield 79.5%. Reaction SMILES: Br[C:2]1[CH:3]=[C:4]([S:8]([NH:11][C:12]2[CH:17]=[CH:16][C:15]([C@@H:18]3[CH2:22][CH2:21][N:20]([CH2:23][CH2:24][CH3:25])[CH2:19]3)=[CH:14][CH:13]=2)(=[O:10])=[O:9])[CH:5]=[CH:6][CH:7]=1.[NH:26]1[CH2:30][CH2:29][CH2:28][CH2:27]1.C([O-])(C)(C)C.[Na+].S([O-])([O-])(=O)=O.[Na+].[Na+].C1(P(C2C=CC=CC=2)C2C=CC3C(=CC=CC=3)C=2C2C3C(=CC=CC=3)C=CC=2P(C2C=CC=CC=2)C2C=CC=CC=2)C=CC=CC=1>O1CCCC1>[CH2:23]([N:20]1[CH2:21][CH2:22][C@@H:18]([C:15]2[CH:16]=[CH:17][C:12]([NH:11][S:8]([C:4]3[CH:5]=[CH:6][CH:7]=[C:2]([N:26]4[CH2:30][CH2:29][CH2:28][CH2:27]4)[CH:3]=3)(=[O:10])=[O:9])=[CH:13][CH:14]=2)[CH2:19]1)[CH2:24][CH3:25] |f:2.3,4.5.6|. Reported procedure: 0.4 g of 3-Bromo-N-[4-((S)-1-propyl-pyrrolidin-3-yl)-phenyl]-benzenesulfonamide (0.94 mmol), 0.156 ml pyrrolidin (1.89 mmol), 160 mg sodium tert-butanolate ((1.66 mmol) and 540 mg sodium sulfate were dissolved in 15 ml of tetrahydrofuran and heated to 50° C. 120 mg of 2,2′-bis(diphenylphosphino)-1,1′-binaphthalene (0.19 mmol) and 85 mg tri(dibenzylidenacetone)dipalladium(0) (0.09 mmol) were added and the reaction stirred for 4 h under reflux. After workup, the partially converted starting materi... The reactants are ClC=1C=C(CNC2=C(C=CC(=C2)F)C(C(F)(F)F)=O)C=C(C1)Cl (1-(2-(3,5-dichlorobenzylamino)-4-fluorophenyl)-2,2,2-trifluoroethanone), N1(CCNCC1)C(=O)OC(C)(C)C (t-butyl piperazine-1-carboxylate), C(C)(C)N(C(C)C)CC (N,N-diisopropylethylamine). Run in C(C)#N (acetonitrile). Yields the product ClC=1C=C(CNC=2C=C(C=CC2C(C(F)(F)F)=O)N2CCN(CC2)C(=O)OC(C)(C)C)C=C(C1)Cl (t-Butyl 4-(3-(3,5-dichlorobenzylamino)-4-(2,2,2-trifluoroacetyl)phenyl)piperazine-1-carboxylate). The yield is 27.7%. Reaction SMILES: [Cl:1][C:2]1[CH:3]=[C:4]([CH:20]=[C:21]([Cl:23])[CH:22]=1)[CH2:5][NH:6][C:7]1[CH:12]=[C:11](F)[CH:10]=[CH:9][C:8]=1[C:14](=[O:19])[C:15]([F:18])([F:17])[F:16].[N:24]1([C:30]([O:32][C:33]([CH3:36])([CH3:35])[CH3:34])=[O:31])[CH2:29][CH2:28][NH:27][CH2:26][CH2:25]1.C(N(CC)C(C)C)(C)C>C(#N)C>[Cl:1][C:2]1[CH:3]=[C:4]([CH:20]=[C:21]([Cl:23])[CH:22]=1)[CH2:5][NH:6][C:7]1[CH:12]=[C:11]([N:27]2[CH2:26][CH2:25][N:24]([C:30]([O:32][C:33]([CH3:36])([CH3:35])[CH3:34])=[O:31])[CH2:29][CH2:28]2)[CH:10]=[CH:9][C:8]=1[C:14](=[O:19])[C:15]([F:18])([F:17])[F:16]. Procedure details: A mixture of 1-(2-(3,5-dichlorobenzylamino)-4-fluorophenyl)-2,2,2-trifluoroethanone (0.78 g, 2.1 mmol), t-butyl piperazine-1-carboxylate (0.41 g, 2.2 mmol), N,N-diisopropylethylamine (0.8 mL, 4.4 mmol) and acetonitrile (10 mL) was heated at reflux for 18 h, cooled to room temperature and concentrated in vacuo. The residue was dissolved in ethyl acetate; this solution was washed with water, dried over Na2SO4 and concentrated in vacuo. The residue was purified by flash column chromatography on sil... Reactants: [OH-].[K+] (potassium hydroxide), O (water), O (water), C(Cl)C1CO1 (epichlorohydrin), C1CCCCC1 (cyclohexane), CCCCCCCCCC=1C=CC(=CC1)O (nonylphenol), C(Cl)C1CO1 (epichlorohydrin), C(Cl)C1CO1 (epichlorohydrin). Conditions: temperature 40 celsius, time 1 hour. Product: C(CCCCCCCC)C1=C(OCC(COC2=C(C=CC=C2)CCCCCCCCC)O)C=CC=C1 (1,3-Bis(nonylphenoxy)-2-propanol). RXN SMILES: [CH2:1]1[CH2:6][CH2:5][CH2:4][CH2:3][CH2:2]1.[CH3:7][CH2:8][CH2:9][CH2:10][CH2:11][CH2:12][CH2:13][CH2:14][CH2:15][C:16]1[CH:17]=[CH:18][C:19](O)=[CH:20][CH:21]=1.[OH-:23].[K+].[CH2:25]([CH:27]1[O:29][CH2:28]1)Cl.[OH2:30]>>[CH2:7]([C:1]1[CH:6]=[CH:5][CH:4]=[CH:3][C:2]=1[O:23][CH2:28][CH:27]([OH:29])[CH2:25][O:30][C:21]1[CH:20]=[CH:19][CH:18]=[CH:17][C:16]=1[CH2:15][CH2:14][CH2:13][CH2:12][CH2:11][CH2:10][CH2:9][CH2:8][CH3:7])[CH2:8][CH2:9][CH2:10][CH2:11][CH2:12][CH2:13][CH2:14][CH3:15] |f:2.3|. Procedure: To a five neck, two liter round bottom flask, equipped with an addition funnel, thermometer, nitrogen dispersant tube, mechanical stirrer, and a decanting head with a water-cooled condenser, were added 300 milliliters of cyclohexane and 451.7 grams (2.05 mole) of nonylphenol. The solution was then heated to reflux and 58.9 grams (1.05 mole) of potassium hydroxide in 60 milliliters of water was slowly added via the addition funnel. After essentially all the water was recovered in the decanting he... Starting materials: CC(=O)C(C)C, Cc1ccccc1, CN(N)c1cc(C(F)(F)F)cc(C(F)(F)F)n1, O, Cc1ccc(S(=O)(=O)O)cc1. Yields the product CC(=NN(C)c1cc(C(F)(F)F)cc(C(F)(F)F)n1)C(C)C. Reaction SMILES: [CH3:18][CH:19]([C:20]([CH3:21])=[O:22])[CH3:23].[CH3:36][c:37]1[cH:38][cH:39][cH:40][cH:41][cH:42]1.[F:1][C:2]([c:3]1[cH:4][c:5]([N:13]([NH2:14])[CH3:15])[n:6][c:7]([C:9]([F:10])([F:11])[F:12])[cH:8]1)([F:16])[F:17].[OH2:35].[c:24]1([CH3:25])[cH:26][cH:27][c:28]([S:29]([OH:30])(=[O:31])=[O:32])[cH:33][cH:34]1>>[F:1][C:2]([c:3]1[cH:4][c:5]([N:13]([N:14]=[C:20]([CH:19]([CH3:18])[CH3:23])[CH3:21])[CH3:15])[n:6][c:7]([C:9]([F:10])([F:11])[F:12])[cH:8]1)([F:16])[F:17]. Conditions: temperature 40 celsius, time 3 hour. Product: ClC=1C=C(C=C(C1)Cl)C1(CC(=NO1)C1=CC=C(C=O)C=C1)C(F)(F)F (4-[5-(3,5-dichlorophenyl)-5-(trifluoromethyl)-4,5-dihydroisoxazol-3-yl]benzaldehyde). Reagents/catalysts: [O-2].[Mn+2] (manganese oxide). Starting materials: ClC=1C=C(C=C(C1)Cl)C1(CC(=NO1)C1=CC=C(C=C1)CO)C(F)(F)F ({4-[5-(3,5-dichlorophenyl)-5-(trifluoromethyl)-4,5-dihydroisoxazol-3-yl]phenyl}methanol). Solvent: C(Cl)Cl (methylene chloride). Yield: 80.4%. Reported procedure: To a solution of {4-[5-(3,5-dichlorophenyl)-5-(trifluoromethyl)-4,5-dihydroisoxazol-3-yl]phenyl}methanol (1 g) in methylene chloride (30 mL), activated manganese oxide (1.8 g) was added, and the mixture was then heated and stirred for 3 hours at 40° C. After filtration of the reaction mixture through Celite, the resultant filtrate was concentrated under reduced pressure to yield 4-[5-(3,5-dichlorophenyl)-5-(trifluoromethyl)-4,5-dihydroisoxazol-3-yl]benzaldehyde (0.8 g). RXN SMILES: [Cl:1][C:2]1[CH:3]=[C:4]([C:9]2([C:22]([F:25])([F:24])[F:23])[O:13][N:12]=[C:11]([C:14]3[CH:19]=[CH:18][C:17]([CH2:20][OH:21])=[CH:16][CH:15]=3)[CH2:10]2)[CH:5]=[C:6]([Cl:8])[CH:7]=1>C(Cl)Cl.[O-2].[Mn+2]>[Cl:1][C:2]1[CH:3]=[C:4]([C:9]2([C:22]([F:24])([F:23])[F:25])[O:13][N:12]=[C:11]([C:14]3[CH:15]=[CH:16][C:17]([CH:20]=[O:21])=[CH:18][CH:19]=3)[CH2:10]2)[CH:5]=[C:6]([Cl:8])[CH:7]=1 |f:2.3|. Starting materials: CO, CCOC(=O)c1cnc(N2CC(NC(=O)c3nc(Cl)c(CC)[nH]3)C2)s1, [Li+], [OH-], O. Yields the product CCc1[nH]c(C(=O)NC2CN(c3ncc(C(=O)O)s3)C2)nc1Cl. As a reaction SMILES: [CH3:29][OH:30].[Cl:1][c:2]1[n:3][c:4]([C:9](=[O:10])[NH:11][CH:12]2[CH2:13][N:14]([c:16]3[s:17][c:18]([C:21](=[O:22])[O:23][CH2:24][CH3:25])[cH:19][n:20]3)[CH2:15]2)[nH:5][c:6]1[CH2:7][CH3:8].[Li+:26].[OH-:27].[OH2:28]>>[Cl:1][c:2]1[n:3][c:4]([C:9](=[O:10])[NH:11][CH:12]2[CH2:13][N:14]([c:16]3[s:17][c:18]([C:21](=[O:22])[OH:23])[cH:19][n:20]3)[CH2:15]2)[nH:5][c:6]1[CH2:7][CH3:8]. Starting materials: COC1=CC=C2C=CC(=C(C2=C1)OC(C)C)C(=O)O (7-methoxy-1-(1-methylethoxy)-2-naphthalenecarboxylic acid), C1=CN(C=N1)C(=O)N2C=CN=C2 (N,N-carbonyldiimidazole), [NH4+].[OH-] (NH4OH). Run in C1CCOC1 (THF). Run at time 40 minute. Yields the product COC1=CC=C2C=CC(=C(C2=C1)OC(C)C)C(=O)N (7-methoxy-1-(1 methylethoxy)-2-naphthalenecarboxamide). Isolated yield 68.0%. Reaction SMILES: [CH3:1][O:2][C:3]1[CH:12]=[C:11]2[C:6]([CH:7]=[CH:8][C:9]([C:17]([OH:19])=O)=[C:10]2[O:13][CH:14]([CH3:16])[CH3:15])=[CH:5][CH:4]=1.C1N=C[N:22](C(N2C=NC=C2)=O)C=1.[NH4+].[OH-]>C1COCC1>[CH3:1][O:2][C:3]1[CH:12]=[C:11]2[C:6]([CH:7]=[CH:8][C:9]([C:17]([NH2:22])=[O:19])=[C:10]2[O:13][CH:14]([CH3:16])[CH3:15])=[CH:5][CH:4]=1 |f:2.3|. Reported procedure: To a room temperature solution of 7-methoxy-1-(1-methylethoxy)-2-naphthalenecarboxylic acid (141 mg, 0.54 mmol) in 10 mL of THF is added N,N-carbonyldiimidazole (105 mg, 0.65 mmol). The solution is heated at reflux for 1 hour and cooled slightly. Aqueous NH4OH (2.5 mL) is added and the reaction mixture is stirred at room temperature for 40 minutes then partitioned between 1:1 hexane:ethyl acetate and brine. The organic layer is dried over MgSO4, filtered, and concentrated in vacuo. The crude pro... The product is C(C1=CC=CC=C1)N1CCC(CC1)(O)C1=C(C=CC=C1)C(F)(F)F (1-Benzyl-4-[2-(trifluoromethyl)phenyl]piperidin-4-ol). Run in C1CCOC1 (THF), C1CCOC1 (THF). The yield is 14.1%. Reactants: BrC1=C(C=CC=C1)C(F)(F)F (2-bromobenzotrifluoride), [Li]CCCC (n-BuLi), C(C1=CC=CC=C1)N1CCC(CC1)=O (N-benzyl-4-piperidone), [NH4+].[Cl-] (NH4Cl). Reaction conditions: temperature 0 celsius, time 1 hour. Procedure: Following the procedure of N. I. Carruthers et al. (J. Med. Chem. 2005, 48, 1857-1872), to a −78° C. solution of 2-bromobenzotrifluoride (12.9 g, 7.8 mL, 57 mmol) in THF (225 mL) was added dropwise a solution of n-BuLi (2.5 M in hexanes, 26 mL, 65 mmol) over 10 min. After 1 h, the reaction mixture was stirred at 0° C. for 10 min, recooled to −78° C., and a solution of N-benzyl-4-piperidone (10.7 g, 57 mmol) in THF (40 mL) was added dropwise via addition funnel over 10 min. After 2 h at −78° C., ... Reaction SMILES: Br[C:2]1[CH:7]=[CH:6][CH:5]=[CH:4][C:3]=1[C:8]([F:11])([F:10])[F:9].[Li]CCCC.[CH2:17]([N:24]1[CH2:29][CH2:28][C:27](=[O:30])[CH2:26][CH2:25]1)[C:18]1[CH:23]=[CH:22][CH:21]=[CH:20][CH:19]=1.[NH4+].[Cl-]>C1COCC1>[CH2:17]([N:24]1[CH2:29][CH2:28][C:27]([C:2]2[CH:7]=[CH:6][CH:5]=[CH:4][C:3]=2[C:8]([F:11])([F:10])[F:9])([OH:30])[CH2:26][CH2:25]1)[C:18]1[CH:19]=[CH:20][CH:21]=[CH:22][CH:23]=1 |f:3.4|.